This data is from the Open Reaction Database (ORD), a public repository of structured organic reaction records. The task is: describe an organic reaction: reactants, conditions, products, and yield Reactants: CN(C)c1ccncc1, Cl, O=S(=O)(Cl)c1ccc(F)cc1, CN(C)C=O, NC(=O)c1cc(-c2ccccc2)cc2c(C3CCNCC3)n[nH]c12. Yields the product NC(=O)c1cc(-c2ccccc2)cc2c(C3CCN(S(=O)(=O)c4ccc(F)cc4)CC3)n[nH]c12. Reaction SMILES: [CH3:37][N:38]([c:39]1[cH:40][cH:41][n:42][cH:43][cH:44]1)[CH3:45].[ClH:1].[F:26][c:27]1[cH:28][cH:29][c:30]([S:33](=[O:34])(=[O:35])[Cl:36])[cH:31][cH:32]1.[O:46]=[CH:47][N:48]([CH3:49])[CH3:50].[c:2]1(-[c:8]2[cH:9][c:10]3[c:11]([CH:20]4[CH2:21][CH2:22][NH:23][CH2:24][CH2:25]4)[n:12][nH:13][c:14]3[c:15]([C:17](=[O:18])[NH2:19])[cH:16]2)[cH:3][cH:4][cH:5][cH:6][cH:7]1>>[c:2]1(-[c:8]2[cH:9][c:10]3[c:11]([CH:20]4[CH2:21][CH2:22][N:23]([S:33]([c:30]5[cH:29][cH:28][c:27]([F:26])[cH:32][cH:31]5)(=[O:34])=[O:35])[CH2:24][CH2:25]4)[n:12][nH:13][c:14]3[c:15]([C:17](=[O:18])[NH2:19])[cH:16]2)[cH:3][cH:4][cH:5][cH:6][cH:7]1.